Dataset: the Open Reaction Database (ORD), a public repository of structured organic reaction records. Task: describe an organic reaction: reactants, conditions, products, and yield Starting materials: CCN(C(C)C)C(C)C, ClCCl, O=S(=O)(OC(c1ccc(F)cc1)C(F)(F)F)C(F)(F)F, NC(CSC(c1ccccc1)(c1ccccc1)c1ccccc1)C(=O)O. Product: O=C(O)C(CSC(c1ccccc1)(c1ccccc1)c1ccccc1)NC(c1ccc(F)cc1)C(F)(F)F. RXN SMILES: [CH:27]([N:28]([CH2:29][CH3:30])[CH:31]([CH3:32])[CH3:33])([CH3:34])[CH3:35].[Cl:56][CH2:57][Cl:58].[F:36][C:37]([CH:38]([c:39]1[cH:40][cH:41][c:42]([F:45])[cH:43][cH:44]1)[O:46][S:47]([C:48]([F:49])([F:50])[F:51])(=[O:52])=[O:53])([F:54])[F:55].[NH2:1][CH:2]([C:3](=[O:4])[OH:5])[CH2:6][S:7][C:8]([c:9]1[cH:10][cH:11][cH:12][cH:13][cH:14]1)([c:15]1[cH:16][cH:17][cH:18][cH:19][cH:20]1)[c:21]1[cH:22][cH:23][cH:24][cH:25][cH:26]1>>[NH:1]([CH:2]([C:3](=[O:4])[OH:5])[CH2:6][S:7][C:8]([c:9]1[cH:10][cH:11][cH:12][cH:13][cH:14]1)([c:15]1[cH:16][cH:17][cH:18][cH:19][cH:20]1)[c:21]1[cH:22][cH:23][cH:24][cH:25][cH:26]1)[CH:38]([C:37]([F:36])([F:54])[F:55])[c:39]1[cH:40][cH:41][c:42]([F:45])[cH:43][cH:44]1. Starting materials: O=C([O-])O, CC(=O)[O-], CCO, CCOC(C)=O, [Cl-], COc1cc(C=Cc2nc3n(n2)CCCC3(C=O)c2cccc(F)c2)ccc1-n1cnc(C)c1, [Na+], [Na+], O, [NH3+]O. Product: COc1cc(C=Cc2nc3n(n2)CCCC3(C=NO)c2cccc(F)c2)ccc1-n1cnc(C)c1. RXN SMILES: [C:44](=[O:45])([OH:46])[O-:47].[CH3:2][C:3](=[O:4])[O-:5].[CH3:49][CH2:50][OH:51].[CH3:52][CH2:53][O:54][C:55](=[O:56])[CH3:57].[Cl-:6].[F:9][c:10]1[cH:11][c:12]([C:16]2([CH:41]=[O:42])[c:17]3[n:18]([n:22][c:23]([CH:25]=[CH:26][c:27]4[cH:28][c:29]([O:39][CH3:40])[c:30](-[n:33]5[cH:34][n:35][c:36]([CH3:38])[cH:37]5)[cH:31][cH:32]4)[n:24]3)[CH2:19][CH2:20][CH2:21]2)[cH:13][cH:14][cH:15]1.[Na+:1].[Na+:48].[OH2:43].[OH:7][NH3+:8]>>[OH:7][N:8]=[CH:41][C:16]1([c:12]2[cH:11][c:10]([F:9])[cH:15][cH:14][cH:13]2)[c:17]2[n:18]([n:22][c:23]([CH:25]=[CH:26][c:27]3[cH:28][c:29]([O:39][CH3:40])[c:30](-[n:33]4[cH:34][n:35][c:36]([CH3:38])[cH:37]4)[cH:31][cH:32]3)[n:24]2)[CH2:19][CH2:20][CH2:21]1. The reactants are OC1=C(C(=C(C(=C1)C)NC=O)C)C (N-(4-hydroxy-2,3,6-trimethylphenyl)formamide), BrC/C=C/C1=CC=C(C=C1)F (1-[(E)-3-bromo-1-propenyl]-4-fluorobenzene). Yields the product FC1=CC=C(C=C1)/C=C/COC1=C(C(=C(C(=C1)C)NC=O)C)C (N-[4-[[(E)-3-(4-Fluorophenyl)-2-propenyl]oxy]-2,3,6-trimethylphenyl]formamide). The yield is 52.0%. As a reaction SMILES: [OH:1][C:2]1[CH:7]=[C:6]([CH3:8])[C:5]([NH:9][CH:10]=[O:11])=[C:4]([CH3:12])[C:3]=1[CH3:13].Br[CH2:15]/[CH:16]=[CH:17]/[C:18]1[CH:23]=[CH:22][C:21]([F:24])=[CH:20][CH:19]=1>>[F:24][C:21]1[CH:22]=[CH:23][C:18](/[CH:17]=[CH:16]/[CH2:15][O:1][C:2]2[CH:7]=[C:6]([CH3:8])[C:5]([NH:9][CH:10]=[O:11])=[C:4]([CH3:12])[C:3]=2[CH3:13])=[CH:19][CH:20]=1. Reported procedure: By using N-(4-hydroxy-2,3,6-trimethylphenyl)formamide and 1-[(E)-3-bromo-1-propenyl]-4-fluorobenzene, the title compound was synthesized according to Reference Example 17a. Starting materials: C(C1=CC=CC=C1)OC=1C=C2C(=CNC2=CC1)C(C(=O)OCC)=O (ethyl 5-benzyloxy-3-indoleglyoxalate), C=1C=CC2=C(C1)C(=CN2)CCO (tryptophol), [Li] (lithium), 5-benzyloxy-3-tryptophol, [H-] (hydride), ketone. Run in CC(=O)C (acetone). The product is C(C1=CC=CC=C1)OC=1C=C2C3=C(NC2=CC1)C(OCC3)(C)C (6-benzyloxy-1,1-dimethyl-1,3,4,9-tetrahydropyrano[3,4-b]indole). RXN SMILES: [CH:1]1C=CC2NC=C(CCO)C=2C=1.[Li].[H-].[CH2:15]([O:22][C:23]1[CH:24]=[C:25]2[C:29](=[CH:30][CH:31]=1)[NH:28][CH:27]=[C:26]2[C:32](=O)[C:33]([O:35][CH2:36][CH3:37])=O)[C:16]1[CH:21]=[CH:20][CH:19]=[CH:18][CH:17]=1>CC(C)=O>[CH2:15]([O:22][C:23]1[CH:24]=[C:25]2[C:29](=[CH:30][CH:31]=1)[NH:28][C:27]1[C:36]([CH3:37])([CH3:1])[O:35][CH2:33][CH2:32][C:26]2=1)[C:16]1[CH:21]=[CH:20][CH:19]=[CH:18][CH:17]=1 |^1:12|. Procedure: 5-Benzyloxy-3-tryptophol (II; R2, R3, R4 and R5 = H, R6 = 5-benzyloxy and X1 = OH), m.p. 93° - 95° C., is prepared by lithium aluinum hydride reduction of ethyl 5-benzyloxy-3-indoleglyoxalate (British Patent 778,823) according to the procedure of Example 309. Subsequent treatment of 5-benzyloxy-3-tryptophol with the ketone, acetone, according to the procedure of Example 785 affords 6-benzyloxy-1,1-dimethyl-1,3,4,9-tetrahydropyrano[3,4-b]indole (VIIl R1M CH3), nmr (CDCl3) δ1.53 (6H), 2.73 (t, 2H)... The reactants are C(C)(=O)NC(C(=O)OCC)C(=O)OCC (diethyl acetamidomalonate), CC(C)([O-])C.[K+] (potassium t-butoxide), [OH-].[Na+] (sodium hydroxide), C1(=CC=CC=C1)C(C1=CC=CC=C1)(Br)Br (Diphenylmethylene bromide). Solvent: CN1C(CCC1)=O (N-methyl-2-pyrrolidone), C1(=CC=CC=C1)C (toluene). Conditions: time 1 hour. Yields the product C(C)(=O)NC(C(=O)O)C(C1=CC=CC=C1)C1=CC=CC=C1 (2-acetylamino-3,3-diphenylpropanoic acid). Isolated yield 69.7%. Reaction SMILES: [C:1]([NH:4][CH:5](C(OCC)=O)[C:6]([O:8]CC)=[O:7])(=[O:3])[CH3:2].CC(C)([O-])C.[K+].[C:22]1([C:28](Br)(Br)[C:29]2[CH:34]=[CH:33][CH:32]=[CH:31][CH:30]=2)[CH:27]=[CH:26][CH:25]=[CH:24][CH:23]=1.[OH-].[Na+]>CN1CCCC1=O.C1(C)C=CC=CC=1>[C:1]([NH:4][CH:5]([CH:28]([C:29]1[CH:34]=[CH:33][CH:32]=[CH:31][CH:30]=1)[C:22]1[CH:27]=[CH:26][CH:25]=[CH:24][CH:23]=1)[C:6]([OH:8])=[O:7])(=[O:3])[CH3:2] |f:1.2,4.5|. Reported procedure: To a solution (1.25 M) of diethyl acetamidomalonate (10.94 g, 50.57 mmol) in N-methyl-2-pyrrolidone (40 mL) was added potassium t-butoxide (5.90 g, 52.60 mmol), and the mixture was stirred at room temperature for 1 hr. Diphenylmethylene bromide (10.0 g, 46.46 mmol) was added, and the mixture was stirred at 70° C. for 5 hrs. After completion of the reaction, 2M aqueous sodium hydroxide solution (45 mL) was added to the reaction mixture, and the mixture was stirred at 70° C. for 3 hrs. The reactio... Reactants: CC(=O)O, CS(=O)(=O)Nc1cc(NC(=O)CCl)ccc1Oc1ccccc1, O, O=[N+]([O-])O. Yields the product CS(=O)(=O)Nc1cc(NC(=O)CCl)c([N+](=O)[O-])cc1Oc1ccccc1. Reaction SMILES: [CH3:1][C:2](=[O:3])[OH:4].[Cl:5][CH2:6][C:7](=[O:8])[NH:9][c:10]1[cH:11][cH:12][c:13]([O:21][c:22]2[cH:23][cH:24][cH:25][cH:26][cH:27]2)[c:14]([NH:16][S:17](=[O:18])(=[O:19])[CH3:20])[cH:15]1.[OH2:32].[OH:28][N+:29]([O-:30])=[O:31]>>[Cl:5][CH2:6][C:7](=[O:8])[NH:9][c:10]1[c:11]([N+:29](=[O:28])[O-:30])[cH:12][c:13]([O:21][c:22]2[cH:23][cH:24][cH:25][cH:26][cH:27]2)[c:14]([NH:16][S:17](=[O:18])(=[O:19])[CH3:20])[cH:15]1. Reaction SMILES: [Cl:1][c:2]1[cH:3][cH:4][c:5]([CH2:6][NH:7][C:8](=[O:9])[c:10]2[cH:11][n:12]([CH3:23])[c:13]3[cH:14][cH:15][c:16]([CH2:21][Cl:22])[cH:17][c:18]3[c:19]2=[O:20])[cH:24][cH:25]1.[N-:27]=[N+:28]=[N-:29].[Na+:26].[O:31]=[CH:32][N:33]([CH3:34])[CH3:35].[OH2:30]>>[Cl:1][c:2]1[cH:3][cH:4][c:5]([CH2:6][NH:7][C:8](=[O:9])[c:10]2[cH:11][n:12]([CH3:23])[c:13]3[cH:14][cH:15][c:16]([CH2:21][N:27]=[N+:28]=[N-:29])[cH:17][c:18]3[c:19]2=[O:20])[cH:24][cH:25]1. Reactants: Cn1cc(C(=O)NCc2ccc(Cl)cc2)c(=O)c2cc(CCl)ccc21, [N-]=[N+]=[N-], [Na+], CN(C)C=O, O. Product: Cn1cc(C(=O)NCc2ccc(Cl)cc2)c(=O)c2cc(CN=[N+]=[N-])ccc21. Reactants: COC(=O)C1=CCCN(CCOC=C(c2ccccc2C)c2ccccc2C)C1, CCO, Cl, [Na+], [OH-], O. Yields the product Cl, Cc1ccccc1C(=COCCN1CCC=C(C(=O)O)C1)c1ccccc1C. Reaction SMILES: [CH3:1][O:2][C:3](=[O:4])[C:5]1=[CH:10][CH2:9][CH2:8][N:7]([CH2:11][CH2:12][O:13][CH:14]=[C:15]([c:16]2[c:17]([CH3:22])[cH:18][cH:19][cH:20][cH:21]2)[c:23]2[c:24]([CH3:29])[cH:25][cH:26][cH:27][cH:28]2)[CH2:6]1.[CH3:34][CH2:35][OH:36].[ClH:33].[Na+:31].[OH-:30].[OH2:32]>>[ClH:33].[O:2]=[C:3]([OH:4])[C:5]1=[CH:10][CH2:9][CH2:8][N:7]([CH2:11][CH2:12][O:13][CH:14]=[C:15]([c:16]2[c:17]([CH3:22])[cH:18][cH:19][cH:20][cH:21]2)[c:23]2[c:24]([CH3:29])[cH:25][cH:26][cH:27][cH:28]2)[CH2:6]1. Starting materials: CCOC(=O)c1cc(OCC(=O)N2CCCC2C(=O)NCC2CC2)n(-c2ccccc2)n1, C1CCOC1, [Na+], [OH-], O. Yields the product O=C(O)c1cc(OCC(=O)N2CCCC2C(=O)NCC2CC2)n(-c2ccccc2)n1. As a reaction SMILES: [CH2:1]([CH3:2])[O:3][C:4](=[O:5])[c:6]1[n:7][n:8](-[c:27]2[cH:28][cH:29][cH:30][cH:31][cH:32]2)[c:9]([O:11][CH2:12][C:13](=[O:14])[N:15]2[CH:16]([C:20]([NH:21][CH2:22][CH:23]3[CH2:24][CH2:25]3)=[O:26])[CH2:17][CH2:18][CH2:19]2)[cH:10]1.[CH2:35]1[O:36][CH2:37][CH2:38][CH2:39]1.[Na+:34].[OH-:33].[OH2:40]>>[O:3]=[C:4]([OH:5])[c:6]1[n:7][n:8](-[c:27]2[cH:28][cH:29][cH:30][cH:31][cH:32]2)[c:9]([O:11][CH2:12][C:13](=[O:14])[N:15]2[CH:16]([C:20]([NH:21][CH2:22][CH:23]3[CH2:24][CH2:25]3)=[O:26])[CH2:17][CH2:18][CH2:19]2)[cH:10]1. Starting materials: BrCC(=O)C1=CC=C(C=C1)S(=O)(=O)N (4-bromoacetylbenzenesulphonamide), ClC=1C=C(C=CC1)NC([S-])=S.C(C)[NH+](CC)CC (Triethylammonium 3-chlorophenyldithiocarbamate), O (water). Solvent: CCOCC (ether), C(C)#N (acetonitrile). Reaction conditions: time 5 hour. Yields the product ClC=1C=C(C=CC1)N1C(SCC1(O)C1=CC=C(C=C1)S(=O)(=O)N)=S (4-[3-(3-chlorophenyl)-4-hydroxy-2-thioxo-thiazolidin-4-yl]-benzenesulphonamide). As a reaction SMILES: Br[CH2:2][C:3]([C:5]1[CH:10]=[CH:9][C:8]([S:11]([NH2:14])(=[O:13])=[O:12])=[CH:7][CH:6]=1)=[O:4].[Cl:15][C:16]1[CH:17]=[C:18]([NH:22][C:23](=[S:25])[S-:24])[CH:19]=[CH:20][CH:21]=1.C([NH+](CC)CC)C.O>C(#N)C.CCOCC>[Cl:15][C:16]1[CH:17]=[C:18]([N:22]2[C:3]([C:5]3[CH:10]=[CH:9][C:8]([S:11]([NH2:14])(=[O:13])=[O:12])=[CH:7][CH:6]=3)([OH:4])[CH2:2][S:25][C:23]2=[S:24])[CH:19]=[CH:20][CH:21]=1 |f:1.2|. Procedure: 5 g of the product of Example 5 and 5.5 g of the product of Example 6 are dissolved in 60 ml of acetonitrile, and the mixture is stirred for 5 h at ambient temperature. It is then poured into 500 ml of water, extracted with dichloromethane, the dichloromethane phase is then washed with water, then dried over magnesium sulphate and evaporated off. The solid obtained is taken up in ether and filtered.